This data is from the Open Reaction Database (ORD), a public repository of structured organic reaction records. The task is: describe an organic reaction: reactants, conditions, products, and yield Reactants: C=CC#N, C1CCOC1, CC(C)(C)[O-], COc1ccc(-c2c(-c3ccccc3)oc3ncnc(OC4CCCC(O)C4)c23)cc1, [K+]. Product: COc1ccc(-c2c(-c3ccccc3)oc3ncnc(OC4CCCC(OCCC#N)C4)c23)cc1. As a reaction SMILES: [CH2:38]=[CH:39][C:40]#[N:41].[CH2:42]1[O:43][CH2:44][CH2:45][CH2:46]1.[CH3:1][C:2]([CH3:3])([O-:4])[CH3:5].[CH3:7][O:8][c:9]1[cH:10][cH:11][c:12](-[c:15]2[c:16](-[c:32]3[cH:33][cH:34][cH:35][cH:36][cH:37]3)[o:17][c:18]3[n:19][cH:20][n:21][c:22]([O:24][CH:25]4[CH2:26][CH:27]([OH:31])[CH2:28][CH2:29][CH2:30]4)[c:23]23)[cH:13][cH:14]1.[K+:6]>>[CH3:7][O:8][c:9]1[cH:10][cH:11][c:12](-[c:15]2[c:16](-[c:32]3[cH:33][cH:34][cH:35][cH:36][cH:37]3)[o:17][c:18]3[n:19][cH:20][n:21][c:22]([O:24][CH:25]4[CH2:26][CH:27]([O:31][CH2:38][CH2:39][C:40]#[N:41])[CH2:28][CH2:29][CH2:30]4)[c:23]23)[cH:13][cH:14]1. Starting materials: COCC1CCCN1, Cc1ccc(-c2oncc2C(=O)Cl)cc1, ClCCl. Product: COCC1CCCN1C(=O)c1cnoc1-c1ccc(C)cc1. RXN SMILES: [CH3:16][O:17][CH2:18][CH:19]1[NH:20][CH2:21][CH2:22][CH2:23]1.[CH3:1][c:2]1[cH:3][cH:4][c:5](-[c:8]2[c:9]([C:13](=[O:14])[Cl:15])[cH:10][n:11][o:12]2)[cH:6][cH:7]1.[Cl:24][CH2:25][Cl:26]>>[CH3:1][c:2]1[cH:3][cH:4][c:5](-[c:8]2[c:9]([C:13](=[O:14])[N:20]3[CH:19]([CH2:18][O:17][CH3:16])[CH2:23][CH2:22][CH2:21]3)[cH:10][n:11][o:12]2)[cH:6][cH:7]1.